Dataset: the Open Reaction Database (ORD), a public repository of structured organic reaction records. Task: describe an organic reaction: reactants, conditions, products, and yield Reactants: ClC1=CC=C(C=C1)C1=C(CCC(C1)(C)C)CN1CCN(CC1)C=1C=CC(=C(OC=2C=C3C(=CNC3=CC2)CCNC(OC(C)(C)C)=O)C1)C(NS(=O)(=O)C1=CC(=C(C=C1)NCC1CCOCC1)[N+](=O)[O-])=O (tert-butyl 2-(5-(5-(4-((2-(4-chlorophenyl)-4,4-dimethylcyclohex-1-enyl)methyl)piperazin-1-yl)-2-(3-nitro-4-((tetrahydro-2H-pyran-4-yl)methylamino)phenylsulfonylcarbamoyl)phenoxy)-1H-indol-3-yl)ethylcarbamate), FC(C(=O)O)(F)F (2,2,2-trifluoroacetic acid). Solvent: ClCCl (dichloromethane). Run at time 15 minute. Yields the product NCCC1=CNC2=CC=C(C=C12)OC1=C(C(=O)NS(=O)(=O)C2=CC(=C(C=C2)NCC2CCOCC2)[N+](=O)[O-])C=CC(=C1)N1CCN(CC1)CC1=C(CC(CC1)(C)C)C1=CC=C(C=C1)Cl (2-{[3-(2-amino ethyl)-1H-indol-5-yl]oxy}-4-(4-{[2-(4-chlorophenyl)-4,4-dimethylcyclohex-1-en-1-yl]methyl}piperazin-1-yl)-N-({3-nitro-4-[(tetrahydro-2H-pyran-4-ylmethyl)amino]phenyl}sulfonyl)benzamide). As a reaction SMILES: [Cl:1][C:2]1[CH:7]=[CH:6][C:5]([C:8]2[CH2:13][C:12]([CH3:15])([CH3:14])[CH2:11][CH2:10][C:9]=2[CH2:16][N:17]2[CH2:22][CH2:21][N:20]([C:23]3[CH:24]=[CH:25][C:26]([C:49](=[O:71])[NH:50][S:51]([C:54]4[CH:59]=[CH:58][C:57]([NH:60][CH2:61][CH:62]5[CH2:67][CH2:66][O:65][CH2:64][CH2:63]5)=[C:56]([N+:68]([O-:70])=[O:69])[CH:55]=4)(=[O:53])=[O:52])=[C:27]([CH:48]=3)[O:28][C:29]3[CH:30]=[C:31]4[C:35](=[CH:36][CH:37]=3)[NH:34][CH:33]=[C:32]4[CH2:38][CH2:39][NH:40]C(=O)OC(C)(C)C)[CH2:19][CH2:18]2)=[CH:4][CH:3]=1.FC(F)(F)C(O)=O>ClCCl>[NH2:40][CH2:39][CH2:38][C:32]1[C:31]2[C:35](=[CH:36][CH:37]=[C:29]([O:28][C:27]3[CH:48]=[C:23]([N:20]4[CH2:21][CH2:22][N:17]([CH2:16][C:9]5[CH2:10][CH2:11][C:12]([CH3:15])([CH3:14])[CH2:13][C:8]=5[C:5]5[CH:4]=[CH:3][C:2]([Cl:1])=[CH:7][CH:6]=5)[CH2:18][CH2:19]4)[CH:24]=[CH:25][C:26]=3[C:49]([NH:50][S:51]([C:54]3[CH:59]=[CH:58][C:57]([NH:60][CH2:61][CH:62]4[CH2:63][CH2:64][O:65][CH2:66][CH2:67]4)=[C:56]([N+:68]([O-:70])=[O:69])[CH:55]=3)(=[O:53])=[O:52])=[O:71])[CH:30]=2)[NH:34][CH:33]=1. Reported procedure: A solution of EXAMPLE 299E (146.6 mg) in dichloromethane (10 mL) was cooled in an ice bath and 2,2,2-trifluoroacetic acid (5 mL) was added dropwise over 5 minutes. The reaction mixture was stirred 15 minutes under nitrogen, the ice bath was removed and the reaction was allowed to come to ambient temperature. The reaction was stirred 1.5 hours and then concentrated. The crude material was purified by reverse phase chromatography with ammonium acetate buffer in acetonitrile to give the title compo... Starting materials: CC(=O)SCC(C)C(=O)N1C(=O)CCC1C(=O)O, CO, CC#N, C1CCC(NC2CCCCC2)CC1, S. Yields the product CC(CS)C(=O)N1C(=O)CCC1C(=O)O. As a reaction SMILES: [C:1](=[O:2])([CH3:3])[S:4][CH2:5][CH:6]([C:7](=[O:8])[N:9]1[CH:10]([C:11](=[O:12])[OH:13])[CH2:14][CH2:15][C:16]1=[O:17])[CH3:18].[CH3:32][OH:33].[CH3:35][C:36]#[N:37].[CH:19]1([NH:20][CH:21]2[CH2:22][CH2:23][CH2:24][CH2:25][CH2:26]2)[CH2:27][CH2:28][CH2:29][CH2:30][CH2:31]1.[SH2:34]>>[SH:4][CH2:5][CH:6]([C:7](=[O:8])[N:9]1[CH:10]([C:11](=[O:12])[OH:13])[CH2:14][CH2:15][C:16]1=[O:17])[CH3:18]. Starting materials: FC1=C(C#N)C=CC(=C1)N1C2=CC=CC=C2C=2C(=CC=CC12)C1=NC2=C(N1)C=C(C=C2)F (2-fluoro-4-[4-(6-fluoro-1H-benzimidazol-2-yl)carbazol-9-yl]benzonitrile), aqueous solution, [OH-].[Na+] (sodium hydroxide), aqueous solution, OO (hydrogen peroxide), C([O-])([O-])=O.[K+].[K+] (potassium carbonate), C(C1=CC=CO1)N (furfurylamine). The solvent is CS(=O)C (dimethyl sulphoxide), C(C)O (ethanol). The product is FC=1C=CC2=C(NC(=N2)C2=CC=CC=3N(C4=CC=CC=C4C23)C2=CC(=C(C(=O)N)C=C2)NCC=2OC=CC2)C1 (4-[4-(6-fluoro-1H-benzimidazol-2-yl)-9H-carbazol-9-yl]-2-[(furan-2-ylmethyl)amino]benzamide). As a reaction SMILES: F[C:2]1[CH:9]=[C:8]([N:10]2[C:22]3[CH:21]=[CH:20][CH:19]=[C:18]([C:23]4[NH:27][C:26]5[CH:28]=[C:29]([F:32])[CH:30]=[CH:31][C:25]=5[N:24]=4)[C:17]=3[C:16]3[C:11]2=[CH:12][CH:13]=[CH:14][CH:15]=3)[CH:7]=[CH:6][C:3]=1[C:4]#[N:5].C(=O)([O-])[O-:34].[K+].[K+].[CH2:39]([NH2:45])[C:40]1[O:44][CH:43]=[CH:42][CH:41]=1.[OH-].[Na+].OO>CS(C)=O.C(O)C>[F:32][C:29]1[CH:30]=[CH:31][C:25]2[N:24]=[C:23]([C:18]3[C:17]4[C:16]5[C:11](=[CH:12][CH:13]=[CH:14][CH:15]=5)[N:10]([C:8]5[CH:7]=[CH:6][C:3]([C:4]([NH2:5])=[O:34])=[C:2]([NH:45][CH2:39][C:40]6[O:44][CH:43]=[CH:42][CH:41]=6)[CH:9]=5)[C:22]=4[CH:21]=[CH:20][CH:19]=3)[NH:27][C:26]=2[CH:28]=1 |f:1.2.3,5.6|. Reported procedure: The process is carried out as in stage 3 of Example 3, but using 300 mg of 2-fluoro-4-[4-(6-fluoro-1H-benzimidazol-2-yl)carbazol-9-yl]benzonitrile, obtained according to stage 2 of Example 3, 296 mg of potassium carbonate and 1.387 g of furfurylamine in 3 ml of dimethyl sulphoxide. 1.357 ml of a 1M aqueous solution of sodium hydroxide, 1.313 ml of a 30% aqueous solution of hydrogen peroxide and 7 ml of ethanol are then added to the reaction medium. After treatment as in stage 3 of Example 3, and...